Dataset: the Open Reaction Database (ORD), a public repository of structured organic reaction records. Task: describe an organic reaction: reactants, conditions, products, and yield Starting materials: C(C1=CC=CC=C1)OC(=O)NC1=CC2=C(CC(C(N(C2)C)=O)CC(=O)OC)C=C1 (methyl (±)-8-[(benzyloxycarbonyl)amino]-2-methyl-3-oxo-2,3,4,5-tetrahydro-1H-2-benzazepine-4-acetate). The reagents and catalysts are [OH-].[OH-].[Pd+2] (Pearlman's catalyst). Solvent: CC(=O)O (AcOH). Run at time 90 minute. The product is NC1=CC2=C(CC(C(N(C2)C)=O)CC(=O)OC)C=C1 (Methyl (±)-8-amino-2-methyl-3-oxo-2,3,4,5-tetrahydro-1H-2-benzazepine-4-acetate). The yield is 100.8%. As a reaction SMILES: C(OC([NH:11][C:12]1[CH:29]=[CH:28][C:15]2[CH2:16][CH:17]([CH2:23][C:24]([O:26][CH3:27])=[O:25])[C:18](=[O:22])[N:19]([CH3:21])[CH2:20][C:14]=2[CH:13]=1)=O)C1C=CC=CC=1>[OH-].[OH-].[Pd+2].CC(O)=O>[NH2:11][C:12]1[CH:29]=[CH:28][C:15]2[CH2:16][CH:17]([CH2:23][C:24]([O:26][CH3:27])=[O:25])[C:18](=[O:22])[N:19]([CH3:21])[CH2:20][C:14]=2[CH:13]=1 |f:1.2.3|. Procedure: A mixture of methyl (±)-8-[(benzyloxycarbonyl)amino]-2-methyl-3-oxo-2,3,4,5-tetrahydro-1H-2-benzazepine-4-acetate (1.5 g), Pearlman's catalyst (0.30 g), and warm AcOH (300 mL) was stirred under H2 (balloon pressure). After 90 min, the mixture was filtered to remove the catalyst, and the filtrate was concentrated to give the title compound as a viscous oil (1 g, 100%): 1H NMR (CDCl3) δ7.00 (br s, 2H), 6.88 (d, J=8.1 Hz, 1H), 6.57 (dd, J=8.1, 2.3 Hz, 1H), 6.43 (d, J=2.3 Hz, 1H), 5.25 (d, J=16.3 Hz... Starting materials: C(C)C=1N(C=CN1)C1=CC=C(C=C1)OC (2-ethyl-1-(4-methoxyphenyl)-1H-imidazole), Br (hydrobromic acid). The solvent is C(C)(=O)O (acetic acid). Yields the product Br.C(C)C=1N(C=CN1)C1=CC=C(C=C1)O (4-(2-ethyl-1H-imidazol-1-yl)phenol monohydrobromide). Yield: 100.0%. Reaction SMILES: [CH2:1]([C:3]1[N:4]([C:8]2[CH:13]=[CH:12][C:11]([O:14]C)=[CH:10][CH:9]=2)[CH:5]=[CH:6][N:7]=1)[CH3:2].[BrH:16]>C(O)(=O)C>[BrH:16].[CH2:1]([C:3]1[N:4]([C:8]2[CH:13]=[CH:12][C:11]([OH:14])=[CH:10][CH:9]=2)[CH:5]=[CH:6][N:7]=1)[CH3:2] |f:3.4|. Procedure details: A mixture of 5.2 parts of 2-ethyl-1-(4-methoxyphenyl)-1H-imidazole and 75 parts of hydrobromic acid solution 48% in glacial acetic acid is stirred and refluxed overnight. The solvent is evaporated and the residue is triturated in 2-propanone. The product is filtered off and dried, yielding 6.1 parts (100%) of 4-(2-ethyl-1H-imidazol-1-yl)phenol monohydrobromide. The reactants are C1CCOC1, CCO, CCOC(=O)C1=Cc2cc(Cl)cc(C#N)c2OC1C(F)(F)F, [Na+], [OH-]. The product is N#Cc1cc(Cl)cc2c1OC(C(F)(F)F)C(C(=O)O)=C2. Reaction SMILES: [CH2:25]1[O:26][CH2:27][CH2:28][CH2:29]1.[CH3:30][CH2:31][OH:32].[Cl:1][c:2]1[cH:3][c:4]([C:21]#[N:22])[c:5]2[c:6]([cH:20]1)[CH:7]=[C:8]([C:15](=[O:16])[O:17][CH2:18][CH3:19])[CH:9]([C:11]([F:12])([F:13])[F:14])[O:10]2.[Na+:24].[OH-:23]>>[Cl:1][c:2]1[cH:3][c:4]([C:21]#[N:22])[c:5]2[c:6]([cH:20]1)[CH:7]=[C:8]([C:15](=[O:16])[OH:17])[CH:9]([C:11]([F:12])([F:13])[F:14])[O:10]2. The reactants are NC1=CC=2N=CN=C(C2C=N1)SC (7-amino-4-methylthiopyrido[4,3-d]pyrimidine), NC1=CC=CC=C1 (aniline). Conditions: temperature 180 celsius. Yields the product NC1=CC=2N=CN=C(C2C=N1)NC1=CC=CC=C1 (7-Amino-4-anilinopyrido[4,3-d]pyrimidine). The yield is 50.6%. RXN SMILES: [NH2:1][C:2]1[N:11]=[CH:10][C:9]2[C:8](SC)=[N:7][CH:6]=[N:5][C:4]=2[CH:3]=1.[NH2:14][C:15]1[CH:20]=[CH:19][CH:18]=[CH:17][CH:16]=1>>[NH2:1][C:2]1[N:11]=[CH:10][C:9]2[C:8]([NH:14][C:15]3[CH:20]=[CH:19][CH:18]=[CH:17][CH:16]=3)=[N:7][CH:6]=[N:5][C:4]=2[CH:3]=1. Procedure details: A mixture of 7-amino-4-methylthiopyrido[4,3-d]pyrimidine (0.136 g, 0.7 mmol) and aniline (0.5 mL, 5.5 mmol) is refluxed under N2 at 180° C. for 2 h. The reaction mixture is cooled to 25° C., when it precipitates. The solid is collected by suction filtration and recrystallized from isopropanol, and dried in a vacuum oven overnight. 7-Amino-4-anilinopyrido[4,3-d]pyrimidine (84 mg, 51%) is isolated as a light yellow solid. 1H NMR (DMSO) δ 9.82 (1H, s), 9.34 (1H, s), 8.37 (1H, s), 7.80 (2H, d, J=7.5...